Dataset: the Open Reaction Database (ORD), a public repository of structured organic reaction records. Task: describe an organic reaction: reactants, conditions, products, and yield Reactants: N#Cc1ccc(N2CCC(C(=O)O)CC2)cc1, CC1CNCCN1. The product is CC1CN(C(=O)C2CCN(c3ccc(C#N)cc3)CC2)CCN1. RXN SMILES: [C:1](#[N:2])[c:3]1[cH:4][cH:5][c:6]([N:9]2[CH2:10][CH2:11][CH:12]([C:15](=[O:16])[OH:17])[CH2:13][CH2:14]2)[cH:7][cH:8]1.[CH3:18][CH:19]1[NH:20][CH2:21][CH2:22][NH:23][CH2:24]1>>[C:1](#[N:2])[c:3]1[cH:4][cH:5][c:6]([N:9]2[CH2:10][CH2:11][CH:12]([C:15](=[O:17])[N:23]3[CH2:22][CH2:21][NH:20][CH:19]([CH3:18])[CH2:24]3)[CH2:13][CH2:14]2)[cH:7][cH:8]1. The reactants are CCO, C[O-], C[N+](=O)[O-], [Na+], O=C1CCSCC1. Yields the product O=[N+]([O-])CC1(O)CCSCC1. Reaction SMILES: [CH3:15][CH2:16][OH:17].[CH3:1][O-:2].[N+:11](=[O:12])([O-:13])[CH3:14].[Na+:3].[S:4]1[CH2:5][CH2:6][C:7](=[O:10])[CH2:8][CH2:9]1>>[S:4]1[CH2:5][CH2:6][C:7]([OH:10])([CH2:14][N+:11](=[O:12])[O-:13])[CH2:8][CH2:9]1. Reactants: C(C)(=O)OC(=C)C (isopropenyl acetate), C1(=CC=C(C=C1)S(=O)(=O)O)C (p-toluenesulfonic acid), C(C)(C)(CC)C1=C(OC(C(=O)NC=2C=CC(=C(NC3=NN(C(C3N3N=CC=C3)=O)C3=C(C=C(C=C3Cl)Cl)Cl)C2)Cl)CC)C=CC(=C1)C(C)(C)CC (3-{5-[2-(2,4-di-tert-amylphenoxy)butyramido]-2-chloroanilino}-1-(2,4,6-trichlorophenyl)-4-(1-pyrazolyl)-5-oxo-2-pyrazoline). The solvent is C1=CC=CC=C1 (benzene). Yields the product C(C)(C)(CC)C1=C(OC(C(=O)NC=2C=CC(=C(NC3=NN(C(=C3N3N=CC=C3)OC(C)=O)C3=C(C=C(C=C3Cl)Cl)Cl)C2)Cl)CC)C=CC(=C1)C(C)(C)CC (3-{5-[2-(2,4-Di-tert-amylphenoxy)butyramido]-2-chloroanilino}-5-acetyloxy-1-(2,4,6-trichlorophenyl)-4-(1-pyrazolyl)-1H-pyrazole). RXN SMILES: [C:1]([C:6]1[CH:46]=[C:45]([C:47]([CH2:50][CH3:51])([CH3:49])[CH3:48])[CH:44]=[CH:43][C:7]=1[O:8][CH:9]([CH2:41][CH3:42])[C:10]([NH:12][C:13]1[CH:14]=[CH:15][C:16]([Cl:40])=[C:17]([CH:39]=1)[NH:18][C:19]1[CH:23]([N:24]2[CH:28]=[CH:27][CH:26]=[N:25]2)[C:22](=[O:29])[N:21]([C:30]2[C:35]([Cl:36])=[CH:34][C:33]([Cl:37])=[CH:32][C:31]=2[Cl:38])[N:20]=1)=[O:11])([CH2:4][CH3:5])([CH3:3])[CH3:2].[C:52](OC(C)=C)(=[O:54])[CH3:53].C1(C)C=CC(S(O)(=O)=O)=CC=1>C1C=CC=CC=1>[C:1]([C:6]1[CH:46]=[C:45]([C:47]([CH2:50][CH3:51])([CH3:48])[CH3:49])[CH:44]=[CH:43][C:7]=1[O:8][CH:9]([CH2:41][CH3:42])[C:10]([NH:12][C:13]1[CH:14]=[CH:15][C:16]([Cl:40])=[C:17]([CH:39]=1)[NH:18][C:19]1[C:23]([N:24]2[CH:28]=[CH:27][CH:26]=[N:25]2)=[C:22]([O:29][C:52](=[O:54])[CH3:53])[N:21]([C:30]2[C:35]([Cl:36])=[CH:34][C:33]([Cl:37])=[CH:32][C:31]=2[Cl:38])[N:20]=1)=[O:11])([CH2:4][CH3:5])([CH3:3])[CH3:2]. Procedure details: 34 g of 3-{5-[2-(2,4-di-tert-amylphenoxy)butyramido]-2-chloroanilino}-1-(2,4,6-trichlorophenyl)-4-(1-pyrazolyl)-5-oxo-2-pyrazoline (prepared by the method described in German Patent Application (OLS) No. 2,536,191), 25 g of isopropenyl acetate and 0.5 g of p-toluenesulfonic acid were added to 250 ml of benzene and the mixture was refluxed for 5 hours. After the reaction, the reaction mixture was condensated under reduced pressure. Upon crystallization of the residue from a solvent mixture of ben... Starting materials: O=C(Cl)C1CC1, O=C1Nc2ccccc2Nc2cscc21, c1ccccc1. The product is O=C1Nc2ccccc2N(C(=O)C2CC2)c2cscc21. Reaction SMILES: [CH:16]1([C:19](=[O:20])[Cl:21])[CH2:17][CH2:18]1.[cH:1]1[s:2][cH:3][c:4]2[c:10]1[C:9](=[O:11])[NH:8][c:7]1[c:6]([cH:15][cH:14][cH:13][cH:12]1)[NH:5]2.[cH:22]1[cH:23][cH:24][cH:25][cH:26][cH:27]1>>[cH:1]1[s:2][cH:3][c:4]2[c:10]1[C:9](=[O:11])[NH:8][c:7]1[c:6]([cH:15][cH:14][cH:13][cH:12]1)[N:5]2[C:19]([CH:16]1[CH2:17][CH2:18]1)=[O:20].